From a dataset of the Open Reaction Database (ORD), a public repository of structured organic reaction records. describe an organic reaction: reactants, conditions, products, and yield The reactants are CCO, Cc1oc2ccccc2c(=O)c1[N+](=O)[O-]. Product: Cc1oc2ccccc2c(=O)c1N. As a reaction SMILES: [CH3:16][CH2:17][OH:18].[CH3:1][c:2]1[o:3][c:4]2[c:5]([c:6](=[O:11])[c:7]1[N+:8]([O-:9])=[O:10])[cH:12][cH:13][cH:14][cH:15]2>>[CH3:1][c:2]1[o:3][c:4]2[c:5]([c:6](=[O:11])[c:7]1[NH2:8])[cH:12][cH:13][cH:14][cH:15]2. Reaction SMILES: [NH2:1][C:2]1[C:15]2[C:14](=[O:16])[C:13]3[C:8](=[CH:9][CH:10]=[CH:11][CH:12]=3)[C:7](=[O:17])[C:6]=2[C:5]([N+]([O-])=O)=[CH:4][C:3]=1[C:21]1[O:22][CH2:23][CH2:24][CH2:25][N:26]=1.C(=O)([O-])[O-].[K+].[K+].[Cl:33][C:34]1[CH:39]=[CH:38][C:37]([SH:40])=[CH:36][CH:35]=1>CN1CCCC1=O>[NH2:1][C:2]1[C:15]2[C:14](=[O:16])[C:13]3[C:8](=[CH:9][CH:10]=[CH:11][CH:12]=3)[C:7](=[O:17])[C:6]=2[C:5]([S:40][C:37]2[CH:38]=[CH:39][C:34]([Cl:33])=[CH:35][CH:36]=2)=[CH:4][C:3]=1[C:21]1[O:22][CH2:23][CH2:24][CH2:25][N:26]=1 |f:1.2.3|. The product is NC1=C(C=C(C=2C(C3=CC=CC=C3C(C12)=O)=O)SC1=CC=C(C=C1)Cl)C=1OCCCN1 (1-amino-2-(5,6-dihydro-4H-1,3-oxazin-2-yl)-4-(4-chlorophenylmercapto)-anthraquinone). Isolated yield 51.4%. Procedure: 14 g of 1-amino-2-(5,6-dihydro-4H-1,3-oxazin-2-yl)-4-nitroanthraquinone, 5.4 g of potassium carbonate, 100 cc of N-methylpyrrolidone and 5.9 g of 4-chlorothiophenol are reacted as in Example 2. The reaction mixture is worked up as described in that example to give 9.2 g of 1-amino-2-(5,6-dihydro-4H-1,3-oxazin-2-yl)-4-(4-chlorophenylmercapto)-anthraquinone, corresponding to a yield of 51% of theory. The reactants are NC1=C(C=C(C=2C(C3=CC=CC=C3C(C12)=O)=O)[N+](=O)[O-])C=1OCCCN1 (1-amino-2-(5,6-dihydro-4H-1,3-oxazin-2-yl)-4-nitroanthraquinone), C([O-])([O-])=O.[K+].[K+] (potassium carbonate), ClC1=CC=C(C=C1)S (4-chlorothiophenol). Run in CN1C(CCC1)=O (N-methylpyrrolidone).